Dataset: the Open Reaction Database (ORD), a public repository of structured organic reaction records. Task: describe an organic reaction: reactants, conditions, products, and yield Starting materials: BrC=1C=NC(=NC1)I (5-Bromo-2-iodopyrimidine), FC1=C(C=CC(=C1F)OCCCCCCCC)C1=NC=C(C=N1)Br (2-(2',3'-Difluoro-4'-octyloxyphenyl)-5-bromopyrimidine), FC=1C=C(C=CC1F)B(O)O (3,4-difluorophenylboronic acid), C([O-])([O-])=O.[Na+].[Na+] (sodium carbonate). Reagents/catalysts: C=1C=CC(=CC1)[P](C=2C=CC=CC2)(C=3C=CC=CC3)[Pd]([P](C=4C=CC=CC4)(C=5C=CC=CC5)C=6C=CC=CC6)([P](C=7C=CC=CC7)(C=8C=CC=CC8)C=9C=CC=CC9)[P](C=1C=CC=CC1)(C=1C=CC=CC1)C=1C=CC=CC1 (tetrakis(triphenylphosphine)palladium). Run in COCCOC (DME). Yields the product FC=1C=C(C=CC1F)C1=NC=C(C=N1)Br (2-(3',4'-Difluorophenyl)-5-bromopyrimidine). Yield: 98.3%. As a reaction SMILES: [Br:1][C:2]1[CH:3]=[N:4][C:5](I)=[N:6][CH:7]=1.[F:9][C:10]1[CH:11]=[C:12](B(O)O)[CH:13]=[CH:14][C:15]=1[F:16].C(=O)([O-])[O-].[Na+].[Na+].FC1C(F)=C(OCCCCCCCC)C=CC=1C1N=CC(Br)=CN=1>C1C=CC([P]([Pd]([P](C2C=CC=CC=2)(C2C=CC=CC=2)C2C=CC=CC=2)([P](C2C=CC=CC=2)(C2C=CC=CC=2)C2C=CC=CC=2)[P](C2C=CC=CC=2)(C2C=CC=CC=2)C2C=CC=CC=2)(C2C=CC=CC=2)C2C=CC=CC=2)=CC=1.COCCOC>[F:9][C:10]1[CH:11]=[C:12]([C:5]2[N:4]=[CH:3][C:2]([Br:1])=[CH:7][N:6]=2)[CH:13]=[CH:14][C:15]=1[F:16] |f:2.3.4,^1:53,55,74,93|. Reported procedure: --Quantities: 5-bromo-2-iodopyrimidine 2 (3.84 g, 14.9 mmol), 3,4-difluorophenylboronic acid (3.06 g, 19.4 mmol), tetrakis(triphenylphosphine)palladium (344 mg, 0.30 mmol), DME (50 ml), aqueous 2M sodium carbonate (50 ml). The experimental procedure was as described for compound 4. The crude product was purified by flash chromatography (5% ethyl acetate-light petroleum) to give the difluorophenylpyrimidine 12 (3.97 g, 75%) (from MeOH), m.p. 148° C.; νmax /cm-1 1610, 1530, 1435s, 1330, 1270, 790 ... Reactants: [BH4-], CCCCCC, CO, CC(=O)Cc1ccc(OC(C)C)cc1, ClCCl, [Na+], NCC(O)c1cccc(Cl)c1. Product: CC(Cc1ccc(OC(C)C)cc1)NCC(O)c1cccc(Cl)c1. Reaction SMILES: [BH4-:26].[CH3:28][CH2:29][CH2:30][CH2:31][CH2:32][CH3:33].[CH3:37][OH:38].[CH:1]([CH3:2])([CH3:3])[O:4][c:5]1[cH:6][cH:7][c:8]([CH2:11][C:12]([CH3:13])=[O:14])[cH:9][cH:10]1.[Cl:34][CH2:35][Cl:36].[Na+:27].[OH:15][CH:16]([CH2:17][NH2:18])[c:19]1[cH:20][c:21]([Cl:25])[cH:22][cH:23][cH:24]1>>[CH:1]([CH3:2])([CH3:3])[O:4][c:5]1[cH:6][cH:7][c:8]([CH2:11][CH:12]([CH3:13])[NH:18][CH2:17][CH:16]([OH:15])[c:19]2[cH:20][c:21]([Cl:25])[cH:22][cH:23][cH:24]2)[cH:9][cH:10]1. Starting materials: C(C)OCOC=1C=CC2=C(C=CO2)C1 (5-Ethoxymethoxy-benzofuran), C(CCC)[Li] (n-butyllithium), C(C)(C)OB(OC(C)C)OC(C)C (triisopropylborate). Run in C1CCOC1 (THF). Conditions: time 1 hour. The product is C(C)OCOC=1C=CC2=C(C=C(O2)B(O)O)C1 (5-Ethoxymethoxy-benzofuran-2-boronic acid). Isolated yield 52.2%. Reaction SMILES: [CH2:1]([O:3][CH2:4][O:5][C:6]1[CH:7]=[CH:8][C:9]2[O:13][CH:12]=[CH:11][C:10]=2[CH:14]=1)[CH3:2].C([Li])CCC.C([O:23][B:24](OC(C)C)[O:25]C(C)C)(C)C>C1COCC1>[CH2:1]([O:3][CH2:4][O:5][C:6]1[CH:7]=[CH:8][C:9]2[O:13][C:12]([B:24]([OH:25])[OH:23])=[CH:11][C:10]=2[CH:14]=1)[CH3:2]. Reported procedure: To a stirred solution of 5-ethoxymethoxy-benzofuran (3) (265 mg, 1.38 mmol) in THF (5 mL) at −78° C., n-butyllithium (2.5M solution in hexane, 0.56 mL, 1.44 mmol) was added drop wise. After the reaction mixture was stirred for 1 hour, triisopropylborate (0.635 mL, 2.76 mmol) was added slowly and the stirring was continued for additional 20 minutes at −78° C. The reaction mixture was quenched with saturated ammonium chloride solution (10 mL) and was allowed to warm to room temperature. Water (10 ... The product is C(C)(=O)C=1C=CC(=C(C1)NC(C)=O)O (N-(5-Acetyl-2-hydroxy-phenyl)-acetamide). Starting materials: OC1=C(C=C(C=C1)C(C)=O)[N+](=O)[O-] (1-(4-hydroxy-3-nitro-phenyl)-ethanone), C(C)(=O)OC(C)=O (acetic anhydride). Procedure details: A solution of 1-(4-hydroxy-3-nitro-phenyl)-ethanone (10 g) in methanol, DMF (50 ml) and acetic anhydride (10 ml) was hydrogenated using 10% Pd—C (0.45 g) for 2 h at 30 psi. The catalyst was filtered off. The filtrate was concentrated (5 ml) and treated with EtOAc (100 ml) to obtain the title compound, which was filtered, washed with EtOAc (10 ml) and dried. Yield, 9.1 g (85%); mp, >215° C.; MS (EI): 193 (M+), 151, 136, 108. Reagents/catalysts: [Pd] (Pd—C). As a reaction SMILES: [OH:1][C:2]1[CH:7]=[CH:6][C:5]([C:8](=[O:10])[CH3:9])=[CH:4][C:3]=1[N+:11]([O-])=O.[C:14](OC(=O)C)(=[O:16])[CH3:15]>CO.CN(C=O)C.[Pd]>[C:8]([C:5]1[CH:6]=[CH:7][C:2]([OH:1])=[C:3]([NH:11][C:14](=[O:16])[CH3:15])[CH:4]=1)(=[O:10])[CH3:9]. Run in CN(C)C=O (DMF), CO (methanol). The reactants are CCN=C=NCCCN(C)C, O=C(O)COC1CCCC1, CCN(C(C)C)C(C)C, ClCCl, Cl, CC(C)(C)OC(=O)NN, Oc1cccc2[nH]nnc12, O=C(O)C(F)(F)F. Product: NNC(=O)COC1CCCC1. Reaction SMILES: [CH2:31]([N:32]=[C:33]=[N:34][CH2:35][CH2:36][CH2:37][N:38]([CH3:39])[CH3:40])[CH3:41].[CH:1]1([O:6][CH2:7][C:8](=[O:9])[OH:10])[CH2:2][CH2:3][CH2:4][CH2:5]1.[CH:42]([N:43]([CH:44]([CH3:45])[CH3:46])[CH2:47][CH3:48])([CH3:49])[CH3:50].[Cl:58][CH2:59][Cl:60].[ClH:30].[NH:11]([NH2:12])[C:13]([O:14][C:15]([CH3:16])([CH3:17])[CH3:18])=[O:19].[OH:20][c:21]1[c:22]2[n:23][n:24][nH:25][c:26]2[cH:27][cH:28][cH:29]1.[OH:51][C:52]([C:53]([F:54])([F:55])[F:56])=[O:57]>>[CH:1]1([O:6][CH2:7][C:8](=[O:10])[NH:11][NH2:12])[CH2:2][CH2:3][CH2:4][CH2:5]1. Reaction SMILES: [C:24]([Br:25])([Br:26])([Br:27])[Br:28].[CH2:1]([CH3:2])[O:3][c:4]1[c:5]([O:6][c:7]2[c:8]([CH2:13][C:14](=[O:15])[O:16][CH3:17])[cH:9][cH:10][cH:11][cH:12]2)[cH:18][cH:19][c:20]([CH2:22][OH:23])[cH:21]1.[Cl:48][CH2:49][Cl:50].[c:29]1([P:30]([c:31]2[cH:32][cH:33][cH:34][cH:35][cH:36]2)[c:37]2[cH:38][cH:39][cH:40][cH:41][cH:42]2)[cH:43][cH:44][cH:45][cH:46][cH:47]1>>[CH2:1]([CH3:2])[O:3][c:4]1[c:5]([O:6][c:7]2[c:8]([CH2:13][C:14](=[O:15])[O:16][CH3:17])[cH:9][cH:10][cH:11][cH:12]2)[cH:18][cH:19][c:20]([CH2:22][Br:25])[cH:21]1. Yields the product CCOc1cc(CBr)ccc1Oc1ccccc1CC(=O)OC. Reactants: BrC(Br)(Br)Br, CCOc1cc(CO)ccc1Oc1ccccc1CC(=O)OC, ClCCl, c1ccc(P(c2ccccc2)c2ccccc2)cc1.